Dataset: the Open Reaction Database (ORD), a public repository of structured organic reaction records. Task: describe an organic reaction: reactants, conditions, products, and yield The reactants are COC(=O)CBr, O=C([O-])[O-], [Cs+], [Cs+], O=[N+]([O-])c1ccc2[nH]ccc2c1, CN(C)C=O, O. Product: COC(=O)Cn1ccc2cc([N+](=O)[O-])ccc21. RXN SMILES: [Br:13][CH2:14][C:15](=[O:16])[O:17][CH3:18].[C:19](=[O:20])([O-:21])[O-:22].[Cs+:23].[Cs+:24].[N+:1](=[O:2])([O-:3])[c:4]1[cH:5][c:6]2[cH:7][cH:8][nH:9][c:10]2[cH:11][cH:12]1.[O:26]=[CH:27][N:28]([CH3:29])[CH3:30].[OH2:25]>>[N+:1](=[O:2])([O-:3])[c:4]1[cH:5][c:6]2[cH:7][cH:8][n:9]([CH2:14][C:15](=[O:16])[O:17][CH3:18])[c:10]2[cH:11][cH:12]1. Reactants: BrC1=C(C=C(C=C1)O)F (4-Bromo-3-fluorophenol), FC=1C=C(C=C(C1)F)B(O)O (3,5-difluorophenylboronic acid), C([O-])([O-])=O.[K+].[K+] (potassium carbonate), CC(C)O (2-propanol). Procedure details: 4-Bromo-3-fluorophenol (T-1) (50.0 g), 3,5-difluorophenylboronic acid (45.5 g), potassium carbonate (72.4 g), Pd(Ph3P)2Cl2 (5.52 g) and 2-propanol (500 ml) were put in a reaction vessel and heated to reflux for 5 hours under an atmosphere of nitrogen. After the reaction solution had been cooled to 25° C., it was poured into water (500 ml) and mixed with it. Toluene (500 ml) was added to the solution to separate organic and aqueous phases, and extraction was carried out. The combined organic phas... The reagents and catalysts are Cl[Pd]([P](C1=CC=CC=C1)(C2=CC=CC=C2)C3=CC=CC=C3)([P](C4=CC=CC=C4)(C5=CC=CC=C5)C6=CC=CC=C6)Cl (Pd(Ph3P)2Cl2). Run at temperature 25 celsius. Yield: 74.0%. RXN SMILES: Br[C:2]1[CH:7]=[CH:6][C:5]([OH:8])=[CH:4][C:3]=1[F:9].[F:10][C:11]1[CH:12]=[C:13](B(O)O)[CH:14]=[C:15]([F:17])[CH:16]=1.C(=O)([O-])[O-].[K+].[K+].CC(O)C>Cl[Pd](Cl)([P](C1C=CC=CC=1)(C1C=CC=CC=1)C1C=CC=CC=1)[P](C1C=CC=CC=1)(C1C=CC=CC=1)C1C=CC=CC=1.C1(C)C=CC=CC=1.O>[OH:8][C:5]1[CH:6]=[CH:7][C:2]([C:13]2[CH:12]=[C:11]([F:10])[CH:16]=[C:15]([F:17])[CH:14]=2)=[C:3]([F:9])[CH:4]=1 |f:2.3.4,^1:33,52|. The solvent is O (water), C1(=CC=CC=C1)C (Toluene). The product is OC1=CC(=C(C=C1)C1=CC(=CC(=C1)F)F)F (4-hydroxy-2,3′,5′-trifluoro-1,1′-biphenyl).